This data is from the Open Reaction Database (ORD), a public repository of structured organic reaction records. The task is: describe an organic reaction: reactants, conditions, products, and yield The reactants are N1=C(Cl)N=C(Cl)N=C1Cl (cyanuric chloride), COC=1C=C(C=CC1)[Mg]Br (3-methoxyphenylmagnesium bromide), C([O-])(O)=O.[Na+] (sodium bicarbonate), O (water). Run in C1CCOC1 (THF), C1CCOC1 (THF), C(Cl)(Cl)Cl (chloroform). Reaction conditions: time 30 minute. Yields the product ClC1=NC(=NC(=N1)Cl)C1=CC(=CC=C1)OC (2,4-dichloro-6-(3-methoxyphenyl)-1,3,5-triazine). RXN SMILES: [N:1]1[C:8](Cl)=[N:7][C:5]([Cl:6])=[N:4][C:2]=1[Cl:3].[CH3:10][O:11][C:12]1[CH:13]=[C:14]([Mg]Br)[CH:15]=[CH:16][CH:17]=1.C(=O)(O)[O-].[Na+].O>C1COCC1.C(Cl)(Cl)Cl>[Cl:3][C:2]1[N:4]=[C:5]([Cl:6])[N:7]=[C:8]([C:16]2[CH:15]=[CH:14][CH:13]=[C:12]([O:11][CH3:10])[CH:17]=2)[N:1]=1 |f:2.3|. Reported procedure: A solution of cyanuric chloride (3.69 g, 20 mmol) in dry THF (20 mL) under nitrogen was treated dropwise with a solution of 3-methoxyphenylmagnesium bromide in THF (20 mL, 1M, 20 mmol). The solution became warm and was stirred for 30 minutes at room temperature followed by stirring overnight at ˜40° C. The reaction was poured into a mixture of saturated sodium bicarbonate (50 mL) and water (50 mL) forming a solid. The mixture was stirred for 20 minutes and separated layers. The aqueous layer was... The reactants are N=1C=C(N2C1C=CC=C2)C2CCN(CC2)C[C@H]2CN(C[C@@H]2C2=CC(=CC=C2)F)[C@](C(=O)OCC2=CC=C(C=C2)OC)(C)C2CCC2 (α-(R)-(3-(S)-((4-(imidazo[1,2-a]pyridin-3-yl)-piperidine-1-yl)methyl)-4-(S)-(3-fluorophenyl)pyrrolidin-1-yl)-cyclobutylpropanoic acid, 4-methoxy-benzyl ester), C(=O)(C(F)(F)F)O (TFA), C1(=CC=CC=C1)OC (anisole). Run at time 1 hour. The product is N=1C=C(N2C1C=CC=C2)C2CCN(CC2)C[C@H]2CN(C[C@@H]2C2=CC(=CC=C2)F)[C@](C(=O)O)(C)C2CCC2 (α-(R)-(3-(S)-((4-(imidazo[1,2-a]pyridin-3-yl)-piperidine-1-yl)methyl)-4-(S)-(3-fluorophenyl)pyrrolidin-1-yl)-cyclobutylpropanoic acid). The yield is 109.5%. Reaction SMILES: [N:1]1[CH:2]=[C:3]([CH:10]2[CH2:15][CH2:14][N:13]([CH2:16][C@@H:17]3[C@@H:21]([C:22]4[CH:27]=[CH:26][CH:25]=[C:24]([F:28])[CH:23]=4)[CH2:20][N:19]([C@@:29]([CH:43]4[CH2:46][CH2:45][CH2:44]4)([CH3:42])[C:30]([O:32]CC4C=CC(OC)=CC=4)=[O:31])[CH2:18]3)[CH2:12][CH2:11]2)[N:4]2[CH:9]=[CH:8][CH:7]=[CH:6][C:5]=12.C(O)(C(F)(F)F)=O.C1(OC)C=CC=CC=1>>[N:1]1[CH:2]=[C:3]([CH:10]2[CH2:11][CH2:12][N:13]([CH2:16][C@@H:17]3[C@@H:21]([C:22]4[CH:27]=[CH:26][CH:25]=[C:24]([F:28])[CH:23]=4)[CH2:20][N:19]([C@@:29]([CH:43]4[CH2:44][CH2:45][CH2:46]4)([CH3:42])[C:30]([OH:32])=[O:31])[CH2:18]3)[CH2:14][CH2:15]2)[N:4]2[CH:9]=[CH:8][CH:7]=[CH:6][C:5]=12. Procedure: To 26 mg of α-(R)-(3-(S)-((4-(imidazo[1,2-a]pyridin-3-yl)-piperidine-1-yl)methyl)-4-(S)-(3-fluorophenyl)pyrrolidin-1-yl)-cyclobutylpropanoic acid, 4-methoxy-benzyl ester (from Step C) was added 2 mL of TFA and 0.3 mL of anisole. The reaction was stirred at r.t. for 1 hour. The reaction mixture was concentrated and the residue was purified by flash chromatography with 10% MeOH in CH2Cl2, followed by 15% MeOH and 1% NH4OH in CHCl3 to provide 23 mg of a foamy solid. 1H NMR (500 MHz, CD3OD): δ1.63-1... The reactants are CC(=O)O[BH-](OC(C)=O)OC(C)=O, COc1nccnc1C=O, CCOC(C)=O, ClCCCl, Cl, O=C(CC1CCNCC1)c1ccccc1F, [Na+], [Na+], [Na+], O=C([O-])[O-]. Product: COc1nccnc1CN1CCC(CC(=O)c2ccccc2F)CC1. As a reaction SMILES: [C:28]([O:29][BH-:30]([O:31][C:32](=[O:33])[CH3:34])[O:35][C:36](=[O:37])[CH3:38])(=[O:39])[CH3:40].[CH3:1][O:2][c:3]1[c:4]([CH:9]=[O:10])[n:5][cH:6][cH:7][n:8]1.[CH3:48][CH2:49][O:50][C:51](=[O:52])[CH3:53].[Cl:54][CH2:55][CH2:56][Cl:57].[ClH:11].[F:12][c:13]1[c:14]([C:19]([CH2:20][CH:21]2[CH2:22][CH2:23][NH:24][CH2:25][CH2:26]2)=[O:27])[cH:15][cH:16][cH:17][cH:18]1.[Na+:41].[Na+:42].[Na+:43].[O-:44][C:45](=[O:46])[O-:47]>>[CH3:1][O:2][c:3]1[c:4]([CH2:9][N:24]2[CH2:23][CH2:22][CH:21]([CH2:20][C:19]([c:14]3[c:13]([F:12])[cH:18][cH:17][cH:16][cH:15]3)=[O:27])[CH2:26][CH2:25]2)[n:5][cH:6][cH:7][n:8]1. The reactants are CC1CN(C(=O)OC(C)(C)C)CC2Cc3ccc(Br)nc3N12, [Li]C(C)(C)C, CCOCC, CC=O, [Cl-], [NH4+]. Yields the product CC(O)c1ccc2c(n1)N1C(C)CN(C(=O)OC(C)(C)C)CC1C2. Reaction SMILES: [C:1]([CH3:2])([CH3:3])([CH3:4])[O:5][C:6](=[O:7])[N:8]1[CH2:9][CH:10]2[CH2:11][c:12]3[cH:13][cH:14][c:15]([Br:22])[n:16][c:17]3[N:18]2[CH:19]([CH3:21])[CH2:20]1.[C:23]([Li:24])([CH3:25])([CH3:26])[CH3:27].[CH3:33][CH2:34][O:35][CH2:36][CH3:37].[CH:28]([CH3:29])=[O:30].[Cl-:31].[NH4+:32]>>[C:1]([CH3:2])([CH3:3])([CH3:4])[O:5][C:6](=[O:7])[N:8]1[CH2:9][CH:10]2[CH2:11][c:12]3[cH:13][cH:14][c:15]([CH:28]([CH3:29])[OH:30])[n:16][c:17]3[N:18]2[CH:19]([CH3:21])[CH2:20]1.